Dataset: the Open Reaction Database (ORD), a public repository of structured organic reaction records. Task: describe an organic reaction: reactants, conditions, products, and yield Starting materials: CC1=C(C(=NO1)C1=CC=CC=C1)C(=O)NN (5-methyl-3-phenyl-isoxazole-4-carboxylic acid hydrazide), C(C1=CC=C(C(=O)[O-])C=C1)(=O)OC (mono-methyl terephthalate). Procedure: As described for example 2, 5-methyl-3-phenyl-isoxazole-4-carboxylic acid hydrazide (2.00 g, 9.21 mmol) was converted using mono-methyl terephthalate instead of o-toluic acid to the title compound (1.98 mg, 60%) which was obtained as a colorless liquid. MS: m/e=310.3 [M+H]+. Product: COC(C1=CC=C(C=C1)C=1OC(=NN1)C=1C(=NOC1C)C1=CC=CC=C1)=O (4-[5-(5-Methyl-3-phenyl-isoxazol-4-yl)-[1,3,4]oxadiazol-2-yl]-benzoic acid methyl ester). RXN SMILES: [CH3:1][C:2]1[O:6][N:5]=[C:4]([C:7]2[CH:12]=[CH:11][CH:10]=[CH:9][CH:8]=2)[C:3]=1[C:13]([NH:15][NH2:16])=[O:14].[C:17]([O:28][CH3:29])(=[O:27])[C:18]1[CH:26]=[CH:25][C:21]([C:22]([O-])=O)=[CH:20][CH:19]=1>>[CH3:29][O:28][C:17](=[O:27])[C:18]1[CH:26]=[CH:25][C:21]([C:22]2[O:14][C:13]([C:3]3[C:4]([C:7]4[CH:12]=[CH:11][CH:10]=[CH:9][CH:8]=4)=[N:5][O:6][C:2]=3[CH3:1])=[N:15][N:16]=2)=[CH:20][CH:19]=1. The yield is 60.0%.